This data is from the Open Reaction Database (ORD), a public repository of structured organic reaction records. The task is: describe an organic reaction: reactants, conditions, products, and yield The reactants are COC(=O)c1ccc(N2CCN(c3ccc(C(C)(C)C)cc3)C2=O)cc1, CC(C)C[AlH]CC(C)C, ClCCl. Product: CC(C)(C)c1ccc(N2CCN(c3ccc(CO)cc3)C2=O)cc1. As a reaction SMILES: [C:1]([CH3:2])([CH3:3])([CH3:4])[c:5]1[cH:6][cH:7][c:8]([N:11]2[C:12](=[O:26])[N:13]([c:16]3[cH:17][cH:18][c:19]([C:20](=[O:21])[O:22][CH3:23])[cH:24][cH:25]3)[CH2:14][CH2:15]2)[cH:9][cH:10]1.[CH3:27][CH:28]([CH2:29][AlH:30][CH2:31][CH:32]([CH3:33])[CH3:34])[CH3:35].[Cl:36][CH2:37][Cl:38]>>[C:1]([CH3:2])([CH3:3])([CH3:4])[c:5]1[cH:6][cH:7][c:8]([N:11]2[C:12](=[O:26])[N:13]([c:16]3[cH:17][cH:18][c:19]([CH2:20][OH:21])[cH:24][cH:25]3)[CH2:14][CH2:15]2)[cH:9][cH:10]1. Starting materials: ClCCCBr, CS(C)=O, O=C1Nc2c(ccc3ccccc23)SC1c1ccc(Cl)cc1, [Na+], [OH-], O. The product is O=C1C(c2ccc(Cl)cc2)Sc2ccc3ccccc3c2N1CCCCl. As a reaction SMILES: [Br:25][CH2:26][CH2:27][CH2:28][Cl:29].[CH3:31][S:32]([CH3:33])=[O:34].[Cl:1][c:2]1[cH:3][cH:4][c:5]([CH:8]2[C:9](=[O:22])[NH:10][c:11]3[c:12]([cH:14][cH:15][c:16]4[cH:17][cH:18][cH:19][cH:20][c:21]34)[S:13]2)[cH:6][cH:7]1.[Na+:24].[OH-:23].[OH2:30]>>[Cl:1][c:2]1[cH:3][cH:4][c:5]([CH:8]2[C:9](=[O:22])[N:10]([CH2:26][CH2:27][CH2:28][Cl:29])[c:11]3[c:12]([cH:14][cH:15][c:16]4[cH:17][cH:18][cH:19][cH:20][c:21]34)[S:13]2)[cH:6][cH:7]1.